This data is from the Open Reaction Database (ORD), a public repository of structured organic reaction records. The task is: describe an organic reaction: reactants, conditions, products, and yield The reactants are FC=1C=C(C=C(C1)F)C1=CC=C(C=C1)CCC (3,5-difluoro-4′-propylbiphenyl), C1CCOC1 (THF), C1CCOC1 (THF), II (iodine), C(CCC)[Li] (n-butyllithium), ice water. The solvent is C1(=CC=CC=C1)C (Toluene). Run at time 1 hour. Yields the product FC=1C=C(C=C(C1I)F)C1=CC=C(C=C1)CCC (3,5-difluoro-4-iodo-4′-propylbiphenyl). Yield: 77.1%. RXN SMILES: [F:1][C:2]1[CH:3]=[C:4]([C:9]2[CH:14]=[CH:13][C:12]([CH2:15][CH2:16][CH3:17])=[CH:11][CH:10]=2)[CH:5]=[C:6]([F:8])[CH:7]=1.C1COCC1.C([Li])CCC.[I:28]I>C1(C)C=CC=CC=1>[F:1][C:2]1[CH:3]=[C:4]([C:9]2[CH:14]=[CH:13][C:12]([CH2:15][CH2:16][CH3:17])=[CH:11][CH:10]=2)[CH:5]=[C:6]([F:8])[C:7]=1[I:28]. Procedure details: To a reaction vessel under a nitrogen atmosphere, 3,5-difluoro-4′-propylbiphenyl (T-4) (18.0 g) and THF (200 ml) were added, and cooling was carried out to −74° C. Thereto, a n-butyllithium (1.57 M) n-hexane solution (56.4 ml) was added dropwise in a temperature range of −74° C. to −70° C., and stirring was carried out for another 1 hour. Subsequently, a THF (150 ml) solution of iodine (24.6 g) was added dropwise in a temperature range of −75° C. to −70° C., and stirring was carried out for 6 ho... The reactants are NN1SC(=CN1)C=1N(C(=CN1)[N+](=O)[O-])CCO (2-amino-5-[1-(2-hydroxyethyl)- 5-nitro-2-imidazolyl)thiadiazole), C(C)(=O)OC(C)=O (acetic anhydride), CCOCC (ether). Product: C(C)(=O)NN1SC(=CN1)C=1N(C(=CN1)[N+](=O)[O-])CCOC(C)=O (2-(2-Acetamido-5-thiadiazolyl)-1-(2-acetoxyethyl)-5-nitroimidazole). RXN SMILES: [NH2:1][N:2]1[NH:6][CH:5]=[C:4]([C:7]2[N:8]([CH2:15][CH2:16][OH:17])[C:9]([N+:12]([O-:14])=[O:13])=[CH:10][N:11]=2)[S:3]1.[C:18](OC(=O)C)(=[O:20])[CH3:19].[CH3:25][CH2:26][O:27]CC>>[C:18]([NH:1][N:2]1[NH:6][CH:5]=[C:4]([C:7]2[N:8]([CH2:15][CH2:16][O:17][C:26](=[O:27])[CH3:25])[C:9]([N+:12]([O-:14])=[O:13])=[CH:10][N:11]=2)[S:3]1)(=[O:20])[CH3:19]. Reported procedure: The sample (0.1 g.) of 2-amino-5-[1-(2-hydroxyethyl)- 5-nitro-2-imidazolyl)thiadiazole is added to 1.5 ml. of acetic anhydride and heated under reflux for 20 minutes. After cooling, the mixture is evaporated to dryness to give a tan solid which is slurried with ether and collected, melting point 258°-265° C.; the yield is 0.11 g. This solid is recrystallized from acetone to give the purified product, melting point 264°-268° C.